From a dataset of the Open Reaction Database (ORD), a public repository of structured organic reaction records. describe an organic reaction: reactants, conditions, products, and yield The reactants are CSCCC(NC(=O)c1ccc([N+](=O)[O-])cc1-c1ccccc1)C(=O)OCC[Si](C)(C)C, CO, O=C[O-], [NH4+], [Pd]. Product: CSCCC(NC(=O)c1ccc(N)cc1-c1ccccc1)C(=O)OCC[Si](C)(C)C. RXN SMILES: [CH3:1][Si:2]([CH2:3][CH2:4][O:5][C:6]([CH:7]([NH:8][C:9]([c:10]1[c:11](-[c:19]2[cH:20][cH:21][cH:22][cH:23][cH:24]2)[cH:12][c:13]([N+:16]([O-:17])=[O:18])[cH:14][cH:15]1)=[O:25])[CH2:26][CH2:27][S:28][CH3:29])=[O:30])([CH3:31])[CH3:32].[CH3:37][OH:38].[CH:33]([O-:34])=[O:35].[NH4+:36].[Pd:39]>>[CH3:1][Si:2]([CH2:3][CH2:4][O:5][C:6]([CH:7]([NH:8][C:9]([c:10]1[c:11](-[c:19]2[cH:20][cH:21][cH:22][cH:23][cH:24]2)[cH:12][c:13]([NH2:16])[cH:14][cH:15]1)=[O:25])[CH2:26][CH2:27][S:28][CH3:29])=[O:30])([CH3:31])[CH3:32]. The reactants are [OH-].[Na+] (sodium hydroxide), BrC1=CC(=C(C(=O)O)C(=C1)F)F (4-bromo-2,6-difluorobenzoic acid), C[S-].[Na+] (Sodium thiomethoxide). The solvent is CN(C=O)C (dimethyl formamide). Run at temperature -12.5 celsius, time 12.5 minute. The product is FC1=CC(=CC(=C1C(=O)O)SC)Br (6-fluoro-4-bromo-2-methylsulfanyl-benzoic acid). RXN SMILES: [OH-].[Na+].[Br:3][C:4]1[CH:12]=[C:11](F)[C:7]([C:8]([OH:10])=[O:9])=[C:6]([F:14])[CH:5]=1.[CH3:15][S-:16].[Na+]>CN(C)C=O>[F:14][C:6]1[C:7]([C:8]([OH:10])=[O:9])=[C:11]([S:16][CH3:15])[CH:12]=[C:4]([Br:3])[CH:5]=1 |f:0.1,3.4|. Procedure: To a 20 L flask was charged dimethyl formamide (14.5 L, 10.0 vol), followed by sodium hydroxide (293.7 g, 1.2 eq) and the reaction mass cooled to −15 to −10° C. 4-bromo-2,6-difluorobenzoic acid (1450 g, 1.0 equiv) was added over a period of 10-15 min at −15 to −10° C. and stirred for an additional 10-15 min. Sodium thiomethoxide (514.6 g, 1.2 equiv) was added over a period of 5-10 min at −10 to −5° C. On completion of the addition the temperature of the reaction was raised to 25-28° C. over a pe... The reactants are COC1=C(C=O)C(=CC(=C1)OC1OCCCC1)C (2-methoxy-6-methyl-4-(tetrahydropyran-2-yloxy)-benzaldehyde), N1CCCCC1 (piperidine), C(C)(=O)O[BH-](OC(C)=O)OC(C)=O.[Na+] (sodium triacetoxyborohydride). Run in C(Cl)Cl (DCM). Product: COC1=C(CN2CCCCC2)C(=CC(=C1)OC1OCCCC1)C (1-[2-Methoxy-6-methyl-4-(tetrahydropyran-2-yloxy)-benzyl]-piperidine). Yield: 101.2%. As a reaction SMILES: [CH3:1][O:2][C:3]1[CH:10]=[C:9]([O:11][CH:12]2[CH2:17][CH2:16][CH2:15][CH2:14][O:13]2)[CH:8]=[C:7]([CH3:18])[C:4]=1[CH:5]=O.[NH:19]1[CH2:24][CH2:23][CH2:22][CH2:21][CH2:20]1.C(O[BH-](OC(=O)C)OC(=O)C)(=O)C.[Na+]>C(Cl)Cl>[CH3:1][O:2][C:3]1[CH:10]=[C:9]([O:11][CH:12]2[CH2:17][CH2:16][CH2:15][CH2:14][O:13]2)[CH:8]=[C:7]([CH3:18])[C:4]=1[CH2:5][N:19]1[CH2:24][CH2:23][CH2:22][CH2:21][CH2:20]1 |f:2.3|. Procedure: To a pre-stirred solution of 2-methoxy-6-methyl-4-(tetrahydropyran-2-yloxy)-benzaldehyde (2.14 g, 8.6 mmol) and piperidine (0.93 mL, 9.4 mmol) in DCM (35 mL) at 0° C. was added sodium triacetoxyborohydride (2.72 g, 12.8 mmol) in portions. The reaction mixture was allowed to warm to ambient temperature and then partitioned between water (30 mL) and ethyl acetate (75 mL). The organic phase was dried over anhydrous sodium sulfate, filtered and evaporated in vacuo to afford the title compound as a c... The yield is 77.3%. Yields the product C(C)N1[C@H](CCC1)C=1OC2=C(C(=CC=C2C(C1C)=O)O)C (2-[(2R)-1-Ethylpyrrolidin-2-yl]-7-hydroxy-3,8-dimethyl-4H-chromen-4-one). Reaction SMILES: C(=O)([O-])[O-].[K+].[K+].C([O:10][C:11]1[C:20]([CH3:21])=[C:19]2[C:14]([C:15](=[O:30])[C:16]([CH3:29])=[C:17]([C@H:22]3[CH2:26][CH2:25][CH2:24][N:23]3[CH2:27][CH3:28])[O:18]2)=[CH:13][CH:12]=1)(=O)C.Cl>CO>[CH2:27]([N:23]1[CH2:24][CH2:25][CH2:26][C@@H:22]1[C:17]1[O:18][C:19]2[C:14]([C:15](=[O:30])[C:16]=1[CH3:29])=[CH:13][CH:12]=[C:11]([OH:10])[C:20]=2[CH3:21])[CH3:28] |f:0.1.2|. The solvent is CO (methanol). The reactants are C([O-])([O-])=O.[K+].[K+] (Potassium carbonate), C(C)(=O)OC1=CC=C2C(C(=C(OC2=C1C)[C@@H]1N(CCC1)CC)C)=O (2-[(2R)-1-Ethylpyrrolidin-2-yl]-3,8-dimethyl-4-oxo-4H-chromen-7-yl acetate), Cl (hydrochloric acid). Procedure details: Potassium carbonate (97 mg, 0.70 mmol) was added to a solution of 2-[(2R)-1-ethylpyrrolidin-2-yl]-3,8-dimethyl-4-oxo-4H-chromen-7-yl acetate (58 mg, 0.18 mmol) obtained in Example 3-1 in methanol (4 mL), and then the mixture was stirred at room temperature for 2 hours. A 1 N aqueous hydrochloric acid solution (2 mL) was added dropwise thereto, and then methanol in the reaction solution was distilled off under reduced pressure. Water (2 mL) was added to the residue, and then the pH of the mixture... Reaction conditions: time 2 hour. The reactants are NC1=NC2=CC=CC=C2C(=C1)C1=CC=CC=C1 (2-amino-4-phenylquinoline), N(=O)[O-].[Na+] (sodium nitrite), Cl (hydrochloric acid), Stannous chloride dihydrate, Cl (hydrochloric acid). Run in O (water). Reaction conditions: temperature 0 celsius, time 0.5 hour. Product: Cl.Cl.N(N)C1=NC2=CC=CC=C2C(=C1)C1=CC=CC=C1 (2-hydrazino-4-phenylquinoline dihydrochloride). Reaction SMILES: [NH2:1][C:2]1[CH:11]=[C:10]([C:12]2[CH:17]=[CH:16][CH:15]=[CH:14][CH:13]=2)[C:9]2[C:4](=[CH:5][CH:6]=[CH:7][CH:8]=2)[N:3]=1.[N:18]([O-])=O.[Na+].[ClH:22]>O>[ClH:22].[ClH:22].[NH:1]([C:2]1[CH:11]=[C:10]([C:12]2[CH:17]=[CH:16][CH:15]=[CH:14][CH:13]=2)[C:9]2[C:4](=[CH:5][CH:6]=[CH:7][CH:8]=2)[N:3]=1)[NH2:18] |f:1.2,5.6.7|. Reported procedure: A stirred slurry of 2-amino-4-phenylquinoline (22 g.) in concentrated hydrochloric acid (50 ml.) was treated dropwise at 0° C. or below with sodium nitrite (7.0 g.) in cold water (35 ml.). The mixture was stirred for 0.5 hours at about 0° C. Stannous chloride dihydrate (56.7 g.) in cold concentrated hydrochloric acid (70 ml.) was added at 0° C. dropwise. The slurry was refrigerated overnight, filtered, and the precipitate was washed with saturated sodium chloride. The filtered solid was treated ... The reactants are C(O)([O-])=O.[Na+] (sodium hydrogen carbonate), [H-].[Na+] (Sodium hydride), ClC1=C(SC=C1C)C1(CCCC1)C=1N(C(NN1)=S)C (5-[1-(3-chloro-4-methyl-2-thienyl)cyclopentyl]-4-methyl-2,4-dihydro-3H-1,2,4-triazol-3-thione), ClC1=C(CBr)C=CC=C1 (2-chlorobenzyl bromide). The solvent is C(Cl)(Cl)Cl (chloroform), C1CCOC1 (THF). Run at time 5 minute. The product is ClC1=C(CSC2=NN=C(N2C)C2(CCCC2)C=2SC=C(C2Cl)C)C=CC=C1 (3-[(2-chlorobenzyl)thio]-5-[1-(3-chloro-4-methyl-2-thienyl)cyclopentyl]-4-methyl-4H-1,2,4-triazole). RXN SMILES: [H-].[Na+].[Cl:3][C:4]1[C:8]([CH3:9])=[CH:7][S:6][C:5]=1[C:10]1([C:15]2[N:16]([CH3:21])[C:17](=[S:20])[NH:18][N:19]=2)[CH2:14][CH2:13][CH2:12][CH2:11]1.[Cl:22][C:23]1[CH:30]=[CH:29][CH:28]=[CH:27][C:24]=1[CH2:25]Br.C(=O)([O-])O.[Na+]>C(Cl)(Cl)Cl.C1COCC1>[Cl:22][C:23]1[CH:30]=[CH:29][CH:28]=[CH:27][C:24]=1[CH2:25][S:20][C:17]1[N:16]([CH3:21])[C:15]([C:10]2([C:5]3[S:6][CH:7]=[C:8]([CH3:9])[C:4]=3[Cl:3])[CH2:14][CH2:13][CH2:12][CH2:11]2)=[N:19][N:18]=1 |f:0.1,4.5|. Procedure: Sodium hydride (55%, 24 mg) was added to a THF (10 ml) solution of 5-[1-(3-chloro-4-methyl-2-thienyl)cyclopentyl]-4-methyl-2,4-dihydro-3H-1,2,4-triazol-3-thione (154 mg) at 0° C. and the whole was stirred for 5 minutes. Then, 2-chlorobenzyl bromide (0.07 ml) was added thereto, followed by stirring at 0° C. for 3 hours. The reaction solution and chloroform were added to a saturated aqueous sodium hydrogen carbonate solution and then the organic layer was separated. Furthermore, the organic layer ... Procedure details: Methyl (3-hydroxy)-2-(S)-(t-butoxycarbonylamino)propionate (58 g, 196 mmol), dry methylene chloride (150 ml), p-toluenesulfonyl chloride (43.35 g, 227.4 mmol), 4-(dimethylamino)pyridine (2.4 g, 19.6 mmol) and pyridine (30 ml, 371 mmol) were combined and stirred at room temperature overnight. The reaction solution was concentrated in vacuo to a pale yellow oil. The oil was stored in vacuo overnight, then the white solid that formed was isolated to give 75.33 g of crude product. The product was tr... The solvent is C(Cl)Cl (methylene chloride). As a reaction SMILES: [OH:1][CH2:2][C@H:3]([NH:8][C:9]([O:11][C:12]([CH3:15])([CH3:14])[CH3:13])=[O:10])[C:4]([O:6][CH3:7])=[O:5].[C:16]1([CH3:26])[CH:21]=[CH:20][C:19]([S:22](Cl)(=[O:24])=[O:23])=[CH:18][CH:17]=1.N1C=CC=CC=1>CN(C)C1C=CN=CC=1.C(Cl)Cl>[C:16]1([CH3:26])[CH:21]=[CH:20][C:19]([S:22]([O:1][CH2:2][C@H:3]([NH:8][C:9]([O:11][C:12]([CH3:15])([CH3:14])[CH3:13])=[O:10])[C:4]([O:6][CH3:7])=[O:5])(=[O:24])=[O:23])=[CH:18][CH:17]=1. Conditions: time 8 hour. Starting materials: OC[C@@H](C(=O)OC)NC(=O)OC(C)(C)C (Methyl (3-hydroxy)-2-(S)-(t-butoxycarbonylamino)propionate), C1(=CC=C(C=C1)S(=O)(=O)Cl)C (p-toluenesulfonyl chloride), N1=CC=CC=C1 (pyridine). Yields the product C1(=CC=C(C=C1)S(=O)(=O)OC[C@@H](C(=O)OC)NC(=O)OC(C)(C)C)C (methyl 3-(p-toluenesulfonyloxy)-2-(S)-(t-butoxycarbonylamino)propionate). Reagents/catalysts: CN(C1=CC=NC=C1)C (4-(dimethylamino)pyridine). Reactants: ClC1=CC=C(C=C1)C(CCC(=O)OC)=C (methyl 4-(4-chlorophenyl)pent-4-enoate), [H-].[Al+3].[Li+].[H-].[H-].[H-] (lithium aluminium hydride). Run in C(C)OCC (diethyl ether), C(C)OCC (diethyl ether). Conditions: time 1 hour. Yields the product ClC1=CC=C(C=C1)C(CCCO)=C (4-(4-chlorophenyl)pent-4-en-1-ol). Yield: 93.5%. As a reaction SMILES: [Cl:1][C:2]1[CH:7]=[CH:6][C:5]([C:8](=[CH2:15])[CH2:9][CH2:10][C:11](OC)=[O:12])=[CH:4][CH:3]=1.[H-].[Al+3].[Li+].[H-].[H-].[H-]>C(OCC)C>[Cl:1][C:2]1[CH:3]=[CH:4][C:5]([C:8](=[CH2:15])[CH2:9][CH2:10][CH2:11][OH:12])=[CH:6][CH:7]=1 |f:1.2.3.4.5.6|. Procedure details: A solution of methyl 4-(4-chlorophenyl)pent-4-enoate (5.5 g) in dry diethyl ether (20 ml) was added dropwise over 10 minutes to a stirred suspension of lithium aluminium hydride (1.9 g) in dry diethyl ether (130 ml), cooled in an ice-water bath and under an atmosphere of nitrogen. Following the addition, the cooling bath was removed and the reaction mixture was stirred for 1 hour at room temperature and then diluted with aqueous ammonium chloride. The mixture was extracted with diethyl ether, an... Product: CC(C)(C)[Si](C)(C)OC1CCCC(O)CCC1. The reactants are CC(C)(C)[Si](C)(C)Cl, C[Si](C)(C)[N-][Si](C)(C)C, OC1CCCC(O)CCC1, [Cl-], [NH4+], [Na+], C1CCOC1. Reaction SMILES: [C:21]([CH3:22])([CH3:23])([CH3:24])[Si:25]([CH3:26])([CH3:27])[Cl:28].[CH3:1][Si:2]([N-:3][Si:4]([CH3:5])([CH3:6])[CH3:7])([CH3:8])[CH3:9].[CH:11]1([OH:20])[CH2:12][CH2:13][CH2:14][CH:15]([OH:19])[CH2:16][CH2:17][CH2:18]1.[Cl-:29].[NH4+:30].[Na+:10].[O:31]1[CH2:32][CH2:33][CH2:34][CH2:35]1>>[CH:11]1([OH:20])[CH2:12][CH2:13][CH2:14][CH:15]([O:19][Si:25]([C:21]([CH3:22])([CH3:23])[CH3:24])([CH3:26])[CH3:27])[CH2:16][CH2:17][CH2:18]1. Reactants: S(O)(O)(=O)=O (sulphuric acid), C1=CC=CC2=CC=CC=C12 (naphthalene), C(C)(=O)OC(C)=O (acetic anhydride), C1=CC=CC2=CC=CC=C12 (naphthalene). Solvent: C(C)(=O)O (acetic acid). Yields the product C1(=CC=CC2=CC=CC=C12)S(=O)(=O)O (naphthalene-α-sulphonic acid), C(C)(=O)OC(C)=O (acetic anhydride). RXN SMILES: [CH:1]1[C:10]2[C:5](=[CH:6][CH:7]=[CH:8][CH:9]=2)[CH:4]=[CH:3][CH:2]=1.[C:11]([O:14][C:15](=[O:17])[CH3:16])(=[O:13])[CH3:12].[S:18](=O)(=[O:21])([OH:20])[OH:19]>C(O)(=O)C>[C:9]1([S:18]([OH:21])(=[O:20])=[O:19])[C:10]2[C:5](=[CH:4][CH:3]=[CH:2][CH:1]=2)[CH:6]=[CH:7][CH:8]=1.[C:11]([O:14][C:15](=[O:17])[CH3:16])(=[O:13])[CH3:12]. Reported procedure: 128 g (1 mole) of naphthalene are dissolved in 153 g (1.5 mole) of acetic anhydride. The resulting solution is added, under stirring, with 98 g (1 mole) of a 100% sulphuric acid for 95 minutes while gradually raising the temperature from 30° to 45° C. Further sulphonation of naphthalene is conducted at a temperature of 45° C. for an additional 45 minutes following the procedure described in the foregoing Example 1 to give 208 g of naphthalene-α-sulphonic acid, 145 g of glacial acetic acid and 25...